Dataset: the Open Reaction Database (ORD), a public repository of structured organic reaction records. Task: describe an organic reaction: reactants, conditions, products, and yield Reactants: CCOC(CC#N)=NC#N, C1CCNCC1, CO. The product is N#CCC(=NC#N)N1CCCCC1. Reaction SMILES: [C:7](#[N:8])[N:9]=[C:10]([CH2:11][C:12]#[N:13])[O:14][CH2:15][CH3:16].[CH2:1]1[CH2:2][CH2:3][NH:4][CH2:5][CH2:6]1.[CH3:17][OH:18]>>[CH2:1]1[CH2:2][CH2:3][N:4]([C:10](=[N:9][C:7]#[N:8])[CH2:11][C:12]#[N:13])[CH2:5][CH2:6]1. The reactants are [OH-].[Na+] (sodium hydroxide), ClC=1C=C(C=NC1OC(C)C)C1=NC(=NO1)C=1C(=C2CCN(C(C2=CC1)CCCC(=O)OCC)C(=O)OC(C)(C)C)C (1,1-dimethylethyl 6-(5-{5-chloro-6-[(1-methylethyl)oxy]-3-pyridinyl}-1,2,4-oxadiazol-3-yl)-1-[4-(ethyloxy)-4-oxobutyl]-5-methyl-3,4-dihydro-2(1H)-isoquinolinecarboxylate). The solvent is C(C)O (Ethanol). Conditions: time 3 hour. Product: ClC=1C=C(C=NC1OC(C)C)C1=NC(=NO1)C=1C(=C2CCN(C(C2=CC1)CCCC(=O)O)C(=O)OC(C)(C)C)C (4-(6-(5-{5-Chloro-6-[(1-methylethyl)oxy]-3-pyridinyl}-1,2,4-oxadiazol-3-yl)-2-{[(1,1-dimethylethyl)oxy]carbonyl}-5-methyl-1,2,3,4-tetrahydro-1-isoquinolinyl)butanoic acid). The yield is 52.5%. RXN SMILES: [OH-].[Na+].[Cl:3][C:4]1[CH:5]=[C:6]([C:14]2[O:18][N:17]=[C:16]([C:19]3[C:20]([CH3:44])=[C:21]4[C:26](=[CH:27][CH:28]=3)[CH:25]([CH2:29][CH2:30][CH2:31][C:32]([O:34]CC)=[O:33])[N:24]([C:37]([O:39][C:40]([CH3:43])([CH3:42])[CH3:41])=[O:38])[CH2:23][CH2:22]4)[N:15]=2)[CH:7]=[N:8][C:9]=1[O:10][CH:11]([CH3:13])[CH3:12]>C(O)C>[Cl:3][C:4]1[CH:5]=[C:6]([C:14]2[O:18][N:17]=[C:16]([C:19]3[C:20]([CH3:44])=[C:21]4[C:26](=[CH:27][CH:28]=3)[CH:25]([CH2:29][CH2:30][CH2:31][C:32]([OH:34])=[O:33])[N:24]([C:37]([O:39][C:40]([CH3:41])([CH3:43])[CH3:42])=[O:38])[CH2:23][CH2:22]4)[N:15]=2)[CH:7]=[N:8][C:9]=1[O:10][CH:11]([CH3:12])[CH3:13] |f:0.1|. Procedure: Ethanol (1 ml) and 2M sodium hydroxide (1 ml) were added to 1,1-dimethylethyl 6-(5-{5-chloro-6-[(1-methylethyl)oxy]-3-pyridinyl}-1,2,4-oxadiazol-3-yl)-1-[4-(ethyloxy)-4-oxobutyl]-5-methyl-3,4-dihydro-2(1H)-isoquinolinecarboxylate (Preparation 30; 100 mg, 0.17 mmol) and the mixture stirred at room temperature for 3 hours. The ethanol was evaporated and the residue acidified with glacial acetic acid. The mixture was extracted with ethyl acetate (2×2 ml). The combined extracts were dried and evapor... Starting materials: O (water), C(C)(=O)O (acetic acid), O1CCCC1 (tetrahydrofuran), COC(=O)CCC\C=C/1\C(C2CCCC2C1)=O (3-[(E)-4-methoxycarbonylbutylidene]-bicyclo[3,3,0]octan-2-one), (±)-6β-[(E)-3β-tert-butyldimethylsilyloxy-4-phenoxybut-1-enyl]-3-[(E)-4-methoxycarbonylbutylidene]bicyclo[3,3,0]octan-2-one, (±)-methyl (5E,13E)-(9S,15S)-6a-oxo-6,9-methano-15-tert-butyldimethylsilyloxy-16-phenoxy-17,18,19,20-tetranorprosta-5,13-dienoate. Solvent: [Cl-].[Na+] (sodium chloride). The product is OC(/C=C/C1C2C\C(\C(C2CC1)=O)=C/CCCC(=O)OC)COC1=CC=CC=C1 (6-[(E)-3-hydroxy-4-phenoxybut-1-enyl]-3-[(E)-4-methoxycarbonylbutylidene]bicyclo[3,3,0]octan-2-one). As a reaction SMILES: [CH3:1][O:2][C:3]([CH2:5][CH2:6][CH2:7]/[CH:8]=[C:9]1/[C:10](=[O:17])[CH:11]2[CH:15]([CH2:16]/1)[CH2:14][CH2:13][CH2:12]2)=[O:4].[OH2:18].[C:19]([OH:22])(=O)[CH3:20].O1[CH2:27][CH2:26][CH2:25][CH2:24]1>[Cl-].[Na+]>[OH:18][CH:6]([CH2:7][O:22][C:19]1[CH:20]=[CH:24][CH:25]=[CH:26][CH:27]=1)/[CH:5]=[CH:3]/[CH:14]1[CH2:13][CH2:12][CH:11]2[CH:15]1[CH2:16]/[C:9](=[CH:8]\[CH2:7][CH2:6][CH2:5][C:3]([O:2][CH3:1])=[O:4])/[C:10]2=[O:17] |f:4.5|. Procedure: 6-[(E)-3-tert-Butyldimethylsilyloxy-4-phenoxybut-1-enyl)]-3-[(E)-4-methoxycarbonylbutylidene]-bicyclo[3,3,0]octan-2-one (21 mg), prepared as described in Reference Example 48 and in the form of (±)-6β-[(E)-3β-tert-butyldimethylsilyloxy-4-phenoxybut-1-enyl]-3-[(E)-4-methoxycarbonylbutylidene]bicyclo[3,3,0]octan-2-one, otherwise known as (±)-methyl (5E,13E)-(9S,15S)-6a-oxo-6,9-methano-15-tert-butyldimethylsilyloxy-16-phenoxy-17,18,19,20-tetranorprosta-5,13-dienoate, and a solution of water, glacia... Reactants: Cc1cccc(C)c1S, Ic1ccccc1. Yields the product Cc1cccc(C)c1Sc1ccccc1. Reaction SMILES: [CH3:8][c:9]1[c:10]([SH:16])[c:11]([CH3:15])[cH:12][cH:13][cH:14]1.[I:1][c:2]1[cH:3][cH:4][cH:5][cH:6][cH:7]1>>[c:2]1([S:16][c:10]2[c:9]([CH3:8])[cH:14][cH:13][cH:12][c:11]2[CH3:15])[cH:3][cH:4][cH:5][cH:6][cH:7]1. Reactants: CNC1=NC2=CC=C(C=C2C=C1)C(=O)O (2-(methylamino)quinoline-6-carboxylic acid), C(C)OC(=O)C1=CC=C2C=CC=[N+](C2=C1)[O-] (7-(ethoxycarbonyl)quinoline 1-oxide). The product is CNC1=NC2=CC(=CC=C2C=C1)C(=O)O (2-(methylamino)quinoline-7-carboxylic acid). Reaction SMILES: [CH3:1][NH:2][C:3]1[CH:12]=[CH:11][C:10]2[C:5](=[CH:6][CH:7]=[C:8](C(O)=O)[CH:9]=2)[N:4]=1.C([O:18][C:19](C1C=C2C(C=CC=[N+]2[O-])=CC=1)=[O:20])C>>[CH3:1][NH:2][C:3]1[CH:12]=[CH:11][C:10]2[C:5](=[CH:6][C:7]([C:19]([OH:20])=[O:18])=[CH:8][CH:9]=2)[N:4]=1. Procedure details: The title compound was prepared by a method analogous to that described in Steps 3-4 of Intermediate 20, using 7-(ethoxycarbonyl)quinoline 1-oxide. 1H NMR (400 MHz, DMSO-d6, δ): 8.08 (s, 1H), 7.90 (d, 1H), 7.71-7.62 (m, 2H), 7.21 (s, 1H), 6.84 (d, 1H), 2.91 (d, 3H). Starting materials: N12CCCCCC2=NCCC1 (1,8-diazabicyclo[5.4.0]undec-7-ene), NC1=CC=C(C=C1)O (4-amino phenol), ClC(C(=O)NC1=CC(=C(C=C1)Cl)C(F)(F)F)(Cl)Cl (2,2,2-trichloro-N-(4-chloro-3-(trifluoromethyl)phenyl)acetamide). The solvent is C(C)#N (acetonitrile), CN(C=O)C (dimethyl formamide). Conditions: temperature 115 celsius. Product: ClC1=C(C=C(C=C1)NC(=O)NC1=CC=C(C=C1)O)C(F)(F)F (1-(4-chloro-3-(trifluoromethyl)phenyl)-3-(4-hydroxyphenyl)urea). Isolated yield 74.2%. As a reaction SMILES: ClC(Cl)(Cl)[C:3]([NH:5][C:6]1[CH:11]=[CH:10][C:9]([Cl:12])=[C:8]([C:13]([F:16])([F:15])[F:14])[CH:7]=1)=[O:4].N12CCCN=C1CCCCC2.[NH2:30][C:31]1[CH:36]=[CH:35][C:34]([OH:37])=[CH:33][CH:32]=1>CN(C)C=O.C(#N)C>[Cl:12][C:9]1[CH:10]=[CH:11][C:6]([NH:5][C:3]([NH:30][C:31]2[CH:36]=[CH:35][C:34]([OH:37])=[CH:33][CH:32]=2)=[O:4])=[CH:7][C:8]=1[C:13]([F:16])([F:15])[F:14]. Procedure: 2,2,2-trichloro-N-(4-chloro-3-(trifluoromethyl)phenyl)acetamide (25 g, 0.07338 mol) was dissolved in dimethyl formamide (75 ml). 1,8-diazabicyclo[5.4.0]undec-7-ene (17.5 ml, 0.11731 mol) and 4-amino phenol (9.6 g, 0.0879 mol) were added in one lot. The reaction mass was heated to 110-120° C. for 18-20 hours, cooled to room temperature and quenched in water (750 ml). The quenched mass was extracted repeatedly with ethyl acetate and the combined ethyl acetate layer was then back washed with water.... Starting materials: C(C)OC(=O)C1=NN(C(=C1)C)C=1C=C(C=CC1)C1=C(C=CC=C1)OC(F)(F)F (Ethyl-5-methyl-1-[2′-(trifluoromethoxy)-1,1′-biphenyl-3-yl]-1H-pyrazole-3-carboxylate), C(CC(O)(C(=O)O)CC(=O)O)(=O)O (citric acid). Run in O (water), CO (MeOH), [OH-].[Na+] (NaOH). The product is CC1=CC(=NN1C=1C=C(C=CC1)C1=C(C=CC=C1)OC(F)(F)F)C(=O)O (5-Methyl-1-[2′-(trifluoromethoxy)-1,1′-biphenyl-3-yl]-1H-pyrazole-3-carboxylic acid). Reaction SMILES: C([O:3][C:4]([C:6]1[CH:10]=[C:9]([CH3:11])[N:8]([C:12]2[CH:13]=[C:14]([C:18]3[CH:23]=[CH:22][CH:21]=[CH:20][C:19]=3[O:24][C:25]([F:28])([F:27])[F:26])[CH:15]=[CH:16][CH:17]=2)[N:7]=1)=[O:5])C.C(O)(=O)CC(CC(O)=O)(C(O)=O)O>CO.[OH-].[Na+].O>[CH3:11][C:9]1[N:8]([C:12]2[CH:13]=[C:14]([C:18]3[CH:23]=[CH:22][CH:21]=[CH:20][C:19]=3[O:24][C:25]([F:28])([F:26])[F:27])[CH:15]=[CH:16][CH:17]=2)[N:7]=[C:6]([C:4]([OH:5])=[O:3])[CH:10]=1 |f:3.4|. Procedure: A solution of ethyl-5-methyl-1-[2′-(trifluoromethoxy)-1,1′-biphenyl-3-yl]-1H-pyrazole-3-carboxylate (0.39 g, 1 mmol) (from EXAMPLE 3) in a mixture of MeOH (5 ml) and 2N NaOH (2 ml) was refluxed for 16 hours. The reaction was then cooled, diluted with water, acidified with 10% citric acid and extracted with ethylacetate. The organic phase was washed with water, dried (sodium sulfate) and concentrated in vacuo to give the titled product. Reactants: CC(C)CC(C#N)NC(=O)C1CCCCC1NC(=O)c1cc2ccccc2n1CCC1CCNCC1, O=C([O-])[O-], Cl, CI, [K+], [K+]. Product: CC(C)CC(C#N)NC(=O)C1CCCCC1NC(=O)c1cc2ccccc2n1CCC1CCN(C)CC1, Cl. As a reaction SMILES: [C:1](#[N:2])[CH:3]([CH2:4][CH:5]([CH3:6])[CH3:7])[NH:8][C:9](=[O:10])[CH:11]1[CH:12]([NH:17][C:18](=[O:19])[c:20]2[n:21]([CH2:29][CH2:30][CH:31]3[CH2:32][CH2:33][NH:34][CH2:35][CH2:36]3)[c:22]3[cH:23][cH:24][cH:25][cH:26][c:27]3[cH:28]2)[CH2:13][CH2:14][CH2:15][CH2:16]1.[C:39](=[O:40])([O-:41])[O-:42].[ClH:45].[I:37][CH3:38].[K+:43].[K+:44]>>[C:1](#[N:2])[CH:3]([CH2:4][CH:5]([CH3:6])[CH3:7])[NH:8][C:9](=[O:10])[CH:11]1[CH:12]([NH:17][C:18](=[O:19])[c:20]2[n:21]([CH2:29][CH2:30][CH:31]3[CH2:32][CH2:33][N:34]([CH3:39])[CH2:35][CH2:36]3)[c:22]3[cH:23][cH:24][cH:25][cH:26][c:27]3[cH:28]2)[CH2:13][CH2:14][CH2:15][CH2:16]1.[ClH:45]. The reactants are CC(=CC(C=CC)=O)CCC=C(C)C (6,10-dimethyl-4-oxo-2,5,9-undecatriene), ice water, ( c ), B(F)(F)F.CCOCC (boron trifluoride etherate). The solvent is C1=CC=CC=C1 (benzene). Yields the product CC=1C(C(CCC1)(C)C)C(\C=C\C)=O (trans-2,6,6-trimethyl-1-crotonoyl-2-cyclohexene). The yield is 50.0%. Reaction SMILES: [CH3:1][C:2]([CH2:9][CH2:10][CH:11]=[C:12]([CH3:14])[CH3:13])=[CH:3][C:4](=[O:8])[CH:5]=[CH:6][CH3:7].B(F)(F)F.CCOCC>C1C=CC=CC=1>[CH3:1][C:2]1[CH:3]([C:4](=[O:8])/[CH:5]=[CH:6]/[CH3:7])[C:12]([CH3:13])([CH3:14])[CH2:11][CH2:10][CH:9]=1 |f:1.2|. Reported procedure: A mixture of 10 g. of 6,10-dimethyl-4-oxo-2,5,9-undecatriene prepared according to the method of paragraph (c) herebelow, 100 ml. of benzene and 1 g. of boron trifluoride etherate was heated to the reflux until the vapour phase chromatographic analysis of a sample showed that practically all the starting material had disappeared. The solution is cooled and stirred with ice-water. The organic layer was removed and treated as usual. Distillation of the residue of evaporation gave a 50% yield of tr... Run at time 20 minute. Starting materials: [Na] (Sodium), BrC1=CC(=NC=C1)C(C)(C)C1=CC=C(C=C1)O (4-[1-(4-bromo-pyridin-2-yl)-1-methyl-ethyl]-phenol), Cl.CN(CCCCl)C (3-Dimethylamino-1-propylchloride hydrochloride). The product is BrC1=CC(=NC=C1)C(C)(C)C1=CC=C(OCCCN(C)C)C=C1 ((3-{4-[1-(4-Bromo-pyridin-2-yl)-1-methyl-ethyl]-phenoxy}-propyl)-dimethyl-amine). Procedure: Sodium hydroxyde (pellets are finely grinded, 0.488 g, 12.2 mmol, 5 eq) is added to a solution of 4-[1-(4-bromo-pyridin-2-yl)-1-methyl-ethyl]-phenol (Step 31.2) (0.714 g, 2.44 mmol) in DMF (5 mL). The mixture is stirred for 20 min at rt. 3-Dimethylamino-1-propylchloride hydrochloride (0.611 g, 3.87 mmol, 1.6 eq) is added. The reaction mixture is heated to 90° C., stirred for 10 h, allowed to cool, diluted with EtOAc/H2O and extracted with EtOAc. The organic phase is washed with H2O and brine, dr... Yield: 43.2%. RXN SMILES: [Na].[Br:2][C:3]1[CH:8]=[CH:7][N:6]=[C:5]([C:9]([C:12]2[CH:17]=[CH:16][C:15]([OH:18])=[CH:14][CH:13]=2)([CH3:11])[CH3:10])[CH:4]=1.Cl.[CH3:20][N:21]([CH3:26])[CH2:22][CH2:23][CH2:24]Cl>CN(C=O)C.CCOC(C)=O.O>[Br:2][C:3]1[CH:8]=[CH:7][N:6]=[C:5]([C:9]([C:12]2[CH:13]=[CH:14][C:15]([O:18][CH2:24][CH2:23][CH2:22][N:21]([CH3:26])[CH3:20])=[CH:16][CH:17]=2)([CH3:10])[CH3:11])[CH:4]=1 |f:2.3,5.6,^1:0|. Run in CCOC(=O)C.O (EtOAc H2O), CN(C)C=O (DMF).